This data is from the Open Reaction Database (ORD), a public repository of structured organic reaction records. The task is: describe an organic reaction: reactants, conditions, products, and yield Reactants: IC (iodomethane), IC (Iodomethane), FC1=C(C=C(C=C1)CC(=O)C=1C(=C(NC1C)C)C(=O)OC)C(=O)N1CCC(CC1)OC (Methyl 4-(2-(4-fluoro-3-(4-methoxypiperidine-1-carbonyl)phenyl)acetyl)-2,5-dimethyl-1H-pyrrole-3-carboxylate), C([O-])([O-])=O.[K+].[K+] (potassium carbonate), O (water). Run in CN(C)C=O (DMF). Reaction conditions: time 16 hour. The product is FC1=C(C=C(C=C1)CC(=O)C=1C(=C(N(C1C)C)C)C(=O)OC)C(=O)N1CCC(CC1)OC (Methyl 4-(2-(4-fluoro-3-(4-methoxypiperidine-1-carbonyl)phenyl)acetyl)-1,2,5-trimethyl-1H-pyrrole-3-carboxylate). Isolated yield 80.2%. Reaction SMILES: IC.[F:3][C:4]1[CH:9]=[CH:8][C:7]([CH2:10][C:11]([C:13]2[C:14]([C:20]([O:22][CH3:23])=[O:21])=[C:15]([CH3:19])[NH:16][C:17]=2[CH3:18])=[O:12])=[CH:6][C:5]=1[C:24]([N:26]1[CH2:31][CH2:30][CH:29]([O:32][CH3:33])[CH2:28][CH2:27]1)=[O:25].[C:34](=O)([O-])[O-].[K+].[K+].O>CN(C=O)C>[F:3][C:4]1[CH:9]=[CH:8][C:7]([CH2:10][C:11]([C:13]2[C:14]([C:20]([O:22][CH3:23])=[O:21])=[C:15]([CH3:19])[N:16]([CH3:34])[C:17]=2[CH3:18])=[O:12])=[CH:6][C:5]=1[C:24]([N:26]1[CH2:31][CH2:30][CH:29]([O:32][CH3:33])[CH2:28][CH2:27]1)=[O:25] |f:2.3.4|. Procedure details: Iodomethane (0.029 mL, 0.46 mmol) was added to methyl 4-(2-(4-fluoro-3-(4-methoxypiperidine-1-carbonyl)phenyl)acetyl)-2,5-dimethyl-1H-pyrrole-3-carboxylate (57) (0.100 g, 0.23 mmol) and potassium carbonate (0.048 g, 0.35 mmol) in DMF (5 mL). The resulting suspension was stirred at room temperature for 16 hours. The reaction was incomplete and further iodomethane (0.029 mL, 0.46 mmol) was added and the suspension was stirred at room temperature for a further 4 hours. The reaction was incomplete s... Starting materials: BrC1=CC(=C(C(=C1C1=CC=C(C=C1)F)F)O)C=O (6-bromo-2,4′-difluoro-3-hydroxybiphenyl-4-carbaldehyde), C1(CC1)B(O)O (cyclopropylboronic acid), C([O-])([O-])=O.[Na+].[Na+] (sodium carbonate), C1(CCCCC1)P(C1=C(C=CC=C1)C1=C(C=CC=C1OC)OC)C1CCCCC1 (dicyclohexyl(2′,6′-dimethoxybiphenyl-2-yl)phosphine). Reagents/catalysts: C=1C=CC(=CC1)/C=C/C(=O)/C=C/C2=CC=CC=C2.C=1C=CC(=CC1)/C=C/C(=O)/C=C/C2=CC=CC=C2.C=1C=CC(=CC1)/C=C/C(=O)/C=C/C2=CC=CC=C2.[Pd].[Pd] (tris(dibenzylideneacetone)dipalladium(0)). The solvent is C(C)(=O)OCC (ethyl acetate), O (water), C1(=CC=CC=C1)C (toluene). Product: C1(CC1)C1=CC(=C(C(=C1C1=CC=C(C=C1)F)F)OCC)C=O (6-Cyclopropyl-3-ethoxy-2,4′-difluorobiphenyl-4-carbaldehyde). The yield is 318.6%. As a reaction SMILES: Br[C:2]1[C:7]([C:8]2[CH:13]=[CH:12][C:11]([F:14])=[CH:10][CH:9]=2)=[C:6]([F:15])[C:5]([OH:16])=[C:4]([CH:17]=[O:18])[CH:3]=1.[CH:19]1(B(O)O)[CH2:21][CH2:20]1.C(=O)([O-])[O-].[Na+].[Na+].[CH:31]1(P(C2CCCCC2)C2C=CC=CC=2C2C(OC)=CC=CC=2OC)CCCC[CH2:32]1>C(OCC)(=O)C.O.C1C=CC(/C=C/C(/C=C/C2C=CC=CC=2)=O)=CC=1.C1C=CC(/C=C/C(/C=C/C2C=CC=CC=2)=O)=CC=1.C1C=CC(/C=C/C(/C=C/C2C=CC=CC=2)=O)=CC=1.[Pd].[Pd].C1(C)C=CC=CC=1>[CH:19]1([C:2]2[C:7]([C:8]3[CH:13]=[CH:12][C:11]([F:14])=[CH:10][CH:9]=3)=[C:6]([F:15])[C:5]([O:16][CH2:31][CH3:32])=[C:4]([CH:17]=[O:18])[CH:3]=2)[CH2:21][CH2:20]1 |f:2.3.4,8.9.10.11.12|. Procedure: A mixture of 6-bromo-2,4′-difluoro-3-hydroxybiphenyl-4-carbaldehyde (2.60 g), cyclopropylboronic acid (1.43 g), tris(dibenzylideneacetone)dipalladium(0) (0.760 g), a 2 M aqueous sodium carbonate solution (12.5 mL), dicyclohexyl(2′,6′-dimethoxybiphenyl-2-yl)phosphine (0.682 g), and toluene (70 mL) was stirred overnight at 100 C in a nitrogen atmosphere. The reaction mixture was diluted with ethyl acetate and water and then filtered through celite. The organic layer was separated from the filtrate... Reactants: C(C1=CC=CC=C1)N(C1=NC=2C=CC=CC2C2=C1N=CN2CCCCCl)CC2=CC=CC=C2 (N,N-dibenzyl-1-(4-chlorobutyl)-1H-imidazo[4,5-c]quinolin-4-amine), C1(=CC=CC=C1)[S-].[Na+] (sodium benzenethiolate). Solvent: CN(C=O)C (dimethyl formamide). Reaction conditions: temperature 60 celsius. Product: C(C1=CC=CC=C1)N(C1=NC=2C=CC=CC2C2=C1N=CN2CCCCSC2=CC=CC=C2)CC2=CC=CC=C2 (N,N-dibenzyl-1-[4-(phenylthio)butyl]-1H-imidazo[4,5-c]quinolin-4-amine). The yield is 92.3%. RXN SMILES: [CH2:1]([N:8]([CH2:27][C:28]1[CH:33]=[CH:32][CH:31]=[CH:30][CH:29]=1)[C:9]1[C:18]2[N:19]=[CH:20][N:21]([CH2:22][CH2:23][CH2:24][CH2:25]Cl)[C:17]=2[C:16]2[CH:15]=[CH:14][CH:13]=[CH:12][C:11]=2[N:10]=1)[C:2]1[CH:7]=[CH:6][CH:5]=[CH:4][CH:3]=1.[C:34]1([S-:40])[CH:39]=[CH:38][CH:37]=[CH:36][CH:35]=1.[Na+]>CN(C)C=O>[CH2:1]([N:8]([CH2:27][C:28]1[CH:33]=[CH:32][CH:31]=[CH:30][CH:29]=1)[C:9]1[C:18]2[N:19]=[CH:20][N:21]([CH2:22][CH2:23][CH2:24][CH2:25][S:40][C:34]3[CH:39]=[CH:38][CH:37]=[CH:36][CH:35]=3)[C:17]=2[C:16]2[CH:15]=[CH:14][CH:13]=[CH:12][C:11]=2[N:10]=1)[C:2]1[CH:7]=[CH:6][CH:5]=[CH:4][CH:3]=1 |f:1.2|. Reported procedure: A round bottom flask was charged with a magnetic stir bar, N,N-dibenzyl-1-(4-chlorobutyl)-1H-imidazo[4,5-c]quinolin-4-amine (7.0 g, 15.38 mmol), sodium benzenethiolate (3.46 g, 26.15 mmol), and anhydrous dimethyl formamide (77 mL) under a nitrogen atmosphere. The reaction mixture was heated to 60° C. to give a heterogeneous mixture that was maintained at 60° C. for 4 hours at which time the starting material was completely consumed. The cooled solution was partitioned between ethyl acetate and w...